Dataset: the Open Reaction Database (ORD), a public repository of structured organic reaction records. Task: describe an organic reaction: reactants, conditions, products, and yield Starting materials: COC(=O)c1ccc2c(C3CCCCC3)c3n(c2c1)CC(CCC(=O)N1CCN(C(=O)OC(C)(C)C)CC1)COc1ccccc1-3, ClCCl, O=C(O)C(F)(F)F. Yields the product COC(=O)c1ccc2c(C3CCCCC3)c3n(c2c1)CC(CCC(=O)N1CCNCC1)COc1ccccc1-3. RXN SMILES: [C:1]([O:2][C:3](=[O:4])[N:8]1[CH2:9][CH2:10][N:11]([C:14]([CH2:15][CH2:16][CH:17]2[CH2:18][O:19][c:20]3[c:21]([cH:42][cH:43][cH:44][cH:45]3)-[c:22]3[n:23]([c:25]4[cH:26][c:27]([C:38](=[O:39])[O:40][CH3:41])[cH:28][cH:29][c:30]4[c:31]3[CH:32]3[CH2:33][CH2:34][CH2:35][CH2:36][CH2:37]3)[CH2:24]2)=[O:46])[CH2:12][CH2:13]1)([CH3:5])([CH3:6])[CH3:7].[Cl:54][CH2:55][Cl:56].[F:47][C:48]([F:49])([F:50])[C:51]([OH:52])=[O:53]>>[NH:8]1[CH2:9][CH2:10][N:11]([C:14]([CH2:15][CH2:16][CH:17]2[CH2:18][O:19][c:20]3[c:21]([cH:42][cH:43][cH:44][cH:45]3)-[c:22]3[n:23]([c:25]4[cH:26][c:27]([C:38](=[O:39])[O:40][CH3:41])[cH:28][cH:29][c:30]4[c:31]3[CH:32]3[CH2:33][CH2:34][CH2:35][CH2:36][CH2:37]3)[CH2:24]2)=[O:46])[CH2:12][CH2:13]1. Procedure: A solution of the resulting 3-(4-bromophenyl)-1-(4-ethylpiperazin-1-yl)isoquinoline (0.61 g) in tetrahydrofuran (30 ml) was cooled to −78° C., followed by the dropwise addition of 1.6M n-BuLi (1.1 ml) in nitrogen atmosphere. Fifteen minutes later, a solution of tetrahydropyran-4-one (0.17 g) in tetrahydrofuran (1 ml) was added thereto, and the temperature of the reaction mixture was gradually raised to room temperature. Three hours later, an aqueous solution of saturated ammonium chloride was ad... As a reaction SMILES: Br[C:2]1[CH:7]=[CH:6][C:5]([C:8]2[N:9]=[C:10]([N:18]3[CH2:23][CH2:22][N:21]([CH2:24][CH3:25])[CH2:20][CH2:19]3)[C:11]3[C:16]([CH:17]=2)=[CH:15][CH:14]=[CH:13][CH:12]=3)=[CH:4][CH:3]=1.[Li]CCCC.[O:31]1[CH2:36][CH2:35][C:34](=[O:37])[CH2:33][CH2:32]1.[Cl-].[NH4+]>O1CCCC1>[CH2:24]([N:21]1[CH2:22][CH2:23][N:18]([C:10]2[C:11]3[C:16](=[CH:15][CH:14]=[CH:13][CH:12]=3)[CH:17]=[C:8]([C:5]3[CH:4]=[CH:3][C:2]([C:34]4([OH:37])[CH2:35][CH2:36][O:31][CH2:32][CH2:33]4)=[CH:7][CH:6]=3)[N:9]=2)[CH2:19][CH2:20]1)[CH3:25] |f:3.4|. Reactants: O1CCC(CC1)=O (tetrahydropyran-4-one), [Cl-].[NH4+] (ammonium chloride), BrC1=CC=C(C=C1)C=1N=C(C2=CC=CC=C2C1)N1CCN(CC1)CC (3-(4-bromophenyl)-1-(4-ethylpiperazin-1-yl)isoquinoline), [Li]CCCC (n-BuLi). Yields the product C(C)N1CCN(CC1)C1=NC(=CC2=CC=CC=C12)C1=CC=C(C=C1)C1(CCOCC1)O (1-(4-ethylpiperazin-1-yl)-3-[4-(4-hydroxytetrahydropyran-4-yl)phenyl]isoquinoline). The solvent is O1CCCC1 (tetrahydrofuran), O1CCCC1 (tetrahydrofuran). Isolated yield 32.7%. Starting materials: O=S(=O)(Cl)CC(F)(F)F, Cc1ccccc1C(=O)c1ccc(Nc2ccccc2CN)cc1Cl, c1ccncc1. Product: Cc1ccccc1C(=O)c1ccc(Nc2ccccc2CNS(=O)(=O)CC(F)(F)F)cc1Cl. As a reaction SMILES: [F:26][C:27]([CH2:28][S:29](=[O:30])(=[O:31])[Cl:32])([F:33])[F:34].[NH2:1][CH2:2][c:3]1[c:4]([NH:9][c:10]2[cH:11][c:12]([Cl:25])[c:13]([C:16](=[O:17])[c:18]3[c:19]([CH3:24])[cH:20][cH:21][cH:22][cH:23]3)[cH:14][cH:15]2)[cH:5][cH:6][cH:7][cH:8]1.[cH:35]1[cH:36][cH:37][n:38][cH:39][cH:40]1>>[NH:1]([CH2:2][c:3]1[c:4]([NH:9][c:10]2[cH:11][c:12]([Cl:25])[c:13]([C:16](=[O:17])[c:18]3[c:19]([CH3:24])[cH:20][cH:21][cH:22][cH:23]3)[cH:14][cH:15]2)[cH:5][cH:6][cH:7][cH:8]1)[S:29]([CH2:28][C:27]([F:26])([F:33])[F:34])(=[O:30])=[O:31]. Starting materials: CN(C1=NN2C(C=CC=C2)=C1)C (N,N-dimethylpyrazolo[1,5-a]pyridin-2-amine), C(C(C)C)(=O)Cl (isobutyryl chloride), [Al+3].[Cl-].[Cl-].[Cl-] (AlCl3). Run in ClCCCl (DCE). The product is CN(C1=NN2C(C=CC=C2)=C1C(C(C)C)=O)C (1-(2-(dimethylamino)pyrazolo[1,5-a]pyridin-3-yl)-2-methylpropan-1-one). The yield is 26.1%. As a reaction SMILES: [CH3:1][N:2]([CH3:12])[C:3]1[CH:11]=[C:6]2[CH:7]=[CH:8][CH:9]=[CH:10][N:5]2[N:4]=1.[C:13](Cl)(=[O:17])[CH:14]([CH3:16])[CH3:15].[Al+3].[Cl-].[Cl-].[Cl-]>ClCCCl>[CH3:1][N:2]([CH3:12])[C:3]1[C:11]([C:13](=[O:17])[CH:14]([CH3:16])[CH3:15])=[C:6]2[CH:7]=[CH:8][CH:9]=[CH:10][N:5]2[N:4]=1 |f:2.3.4.5|. Reported procedure: A mixture of 560 mg (3.45 mmol) of N,N-dimethylpyrazolo[1,5-a]pyridin-2-amine, 355 μl (3.45 mmol) of isobutyryl chloride and 100 mg of AlCl3 was stirred in 3 ml of DCE at RT overnight. The mixture was quenched with saturated NH4Cl and extracted with EtOAc, and the crude product was purified on an Al2O3 column to provide 208 mg of 1-(2-(dimethylamino)pyrazolo[1,5-a]pyridin-3-yl)-2-methylpropan-1-one. Compound 1072. The reactants are CC1=CC=CC(=C1N(C(C)C(=O)OC)C(=O)COC)C (metalaxyl), CC1=C(N)C(=CC=C1)C (2,6-dimethylaniline), BrC(C(=O)[O-])C (α-bromopropionate), C(O)([O-])=O.[Na+] (sodium hydrogen carbonate). The product is CC1=C(C(=CC=C1)C)NC(C)C(=O)OC (methyl N-(2,6-dimethylphenyl)-DL-alaninate). As a reaction SMILES: [CH3:1][C:2]1[C:7]([N:8](C(COC)=O)[CH:9]([C:11]([O:13][CH3:14])=[O:12])[CH3:10])=[C:6]([CH3:20])[CH:5]=[CH:4][CH:3]=1.CC1C=CC=C(C)C=1N.BrC(C)C([O-])=O.C(=O)([O-])O.[Na+]>>[CH3:1][C:2]1[CH:3]=[CH:4][CH:5]=[C:6]([CH3:20])[C:7]=1[NH:8][CH:9]([C:11]([O:13][CH3:14])=[O:12])[CH3:10] |f:3.4|. Procedure: The preparation of metalaxyl is published in the CH-PS 607,888, according to which 2,6-dimethylaniline is first reacted with methyl DL-α-bromopropionate in the presence of sodium hydrogen carbonate as acid binding agent, then methyl N-(2,6-dimethylphenyl)-DL-alaninate thus obtained is acylated with methoxyacetyl chloride to give metalaxyl.